describe an organic reaction: reactants, conditions, products, and yield From a dataset of the Open Reaction Database (ORD), a public repository of structured organic reaction records. Starting materials: C#CCC(CCCCC)=O (1-nonyn-4-one), Cl (hydrochloric acid), C(=C)[Mg]Cl (vinyl magnesium chloride). Run in CCOCC (ether), CCOCC (ether), CCOCC (ether). Product: C(=C)C(CC#C)(CCCCC)O (4-Vinyl-1-nonyn-4-ol). RXN SMILES: [CH:1]([Mg]Cl)=[CH2:2].[CH:5]#[C:6][CH2:7][C:8](=[O:14])[CH2:9][CH2:10][CH2:11][CH2:12][CH3:13].Cl>CCOCC>[CH:1]([C:8]([OH:14])([CH2:9][CH2:10][CH2:11][CH2:12][CH3:13])[CH2:7][C:6]#[CH:5])=[CH2:2]. Reported procedure: A solution of 130 ml of 2.3 molar vinyl magnesium chloride in 100 ml of ether is cooled to 0° and treated dropwise with 14 g of 1-nonyn-4-one in 50 ml of ether. The reaction mixture is allowed to come to room temperature and poured into ether and dilute hydrochloric acid. The organic layer is separated, washed with water, dried over sodium sulfate, stripped of solvent and the residue is chromatographed on silica gel with 20% ethyl acetate in hexane as eluent to give the title product. As a reaction SMILES: [C:23](=[O:24])([O-:25])[O-:26].[CH3:16][O:17][S:18]([O:19][CH3:20])(=[O:21])=[O:22].[CH3:29][C:30](=[O:31])[CH3:32].[Cl:1][c:2]1[n:3][n:4][c:5](-[c:8]2[c:9]([OH:15])[cH:10][c:11]([OH:14])[cH:12][cH:13]2)[cH:6][cH:7]1.[K+:27].[K+:28]>>[Cl:1][c:2]1[n:3][n:4][c:5](-[c:8]2[c:9]([OH:15])[cH:10][c:11]([O:14][CH3:16])[cH:12][cH:13]2)[cH:6][cH:7]1. Yields the product COc1ccc(-c2ccc(Cl)nn2)c(O)c1. The reactants are O=C([O-])[O-], COS(=O)(=O)OC, CC(C)=O, Oc1ccc(-c2ccc(Cl)nn2)c(O)c1, [K+], [K+]. Product: CC1=NC(=CC=C1[N+](=O)[O-])OC1CNCC1 (2-Methyl-3-nitro-6-(pyrrolidin-3-yloxy)pyridine). Procedure details: 6-Methyl-5-nitropyridin-2-ol (5 g) was dissolved in tetrahydrofuran and DL-3-pyrrolidinol (2.83 g) and triphenylphosphine (12.76 g) were added. Di-tert-butyl (E)-diazene-1,2-dicarboxylate (11.21 g) dissolved in tetrahydrofuran (15 mL) was added dropwise over 15 min. The reaction mixture was stirred at room temperature for 50 h. The reaction mixture was concentrated in vacuo. The remaining residue was suspended in dichloromethane and trifluoroacetic acid (7.55 mL) was added dropwise. The reaction... Conditions: time 50 hour. The solvent is O1CCCC1 (tetrahydrofuran), O1CCCC1 (tetrahydrofuran). Reaction SMILES: [CH3:1][C:2]1[N:7]=[C:6]([OH:8])[CH:5]=[CH:4][C:3]=1[N+:9]([O-:11])=[O:10].[CH2:12]1[CH:16](O)[CH2:15][NH:14][CH2:13]1.C1(P(C2C=CC=CC=2)C2C=CC=CC=2)C=CC=CC=1.N(/C(OC(C)(C)C)=O)=N\C(OC(C)(C)C)=O>O1CCCC1>[CH3:1][C:2]1[C:3]([N+:9]([O-:11])=[O:10])=[CH:4][CH:5]=[C:6]([O:8][CH:12]2[CH2:16][CH2:15][NH:14][CH2:13]2)[N:7]=1. The reactants are N(=N\C(=O)OC(C)(C)C)/C(=O)OC(C)(C)C (Di-tert-butyl (E)-diazene-1,2-dicarboxylate), C1CNCC1O (DL-3-pyrrolidinol), C1(=CC=CC=C1)P(C1=CC=CC=C1)C1=CC=CC=C1 (triphenylphosphine), CC1=C(C=CC(=N1)O)[N+](=O)[O-] (6-Methyl-5-nitropyridin-2-ol). Starting materials: CN(C)C=O, BrCC1CC1, [H-], O=C(c1ccc2[nH]c(C(=O)N3CCC(F)(F)CC3)cc2c1)N1CCC(N2CCCCC2)CC1, [Na+]. The product is O=C(c1ccc2c(c1)cc(C(=O)N1CCC(F)(F)CC1)n2CC1CC1)N1CCC(N2CCCCC2)CC1. As a reaction SMILES: [CH3:41][N:42]([CH3:43])[CH:44]=[O:45].[CH:36]1([CH2:39][Br:40])[CH2:37][CH2:38]1.[H-:34].[N:1]1([CH:7]2[CH2:8][CH2:9][N:10]([C:13](=[O:14])[c:15]3[cH:16][c:17]4[cH:18][c:19]([C:24](=[O:25])[N:26]5[CH2:27][CH2:28][C:29]([F:32])([F:33])[CH2:30][CH2:31]5)[nH:20][c:21]4[cH:22][cH:23]3)[CH2:11][CH2:12]2)[CH2:2][CH2:3][CH2:4][CH2:5][CH2:6]1.[Na+:35]>>[N:1]1([CH:7]2[CH2:8][CH2:9][N:10]([C:13](=[O:14])[c:15]3[cH:16][c:17]4[cH:18][c:19]([C:24](=[O:25])[N:26]5[CH2:27][CH2:28][C:29]([F:32])([F:33])[CH2:30][CH2:31]5)[n:20]([CH2:39][CH:36]5[CH2:37][CH2:38]5)[c:21]4[cH:22][cH:23]3)[CH2:11][CH2:12]2)[CH2:2][CH2:3][CH2:4][CH2:5][CH2:6]1. Starting materials: BrC1=CC(=C(C=C1)CBr)Cl (4-bromo-1-bromomethyl-2-chloro-benzene), FC1(CCC(CC1)N1C(CCC1)=O)F (1-(4,4-difluoro-cyclohexyl)-pyrrolidin-2-one), [Li+].CC(C)[N-]C(C)C (LDA). The solvent is C1CCOC1 (THF), CCCCCC (hexane). Run at time 8 hour. Product: BrC1=CC(=C(CC2C(N(CC2)C2CCC(CC2)(F)F)=O)C=C1)Cl (3-(4-Bromo-2-chloro-benzyl)-1-(4,4-difluoro-cyclohexyl)-pyrrolidin-2-one). Reaction SMILES: [F:1][C:2]1([F:14])[CH2:7][CH2:6][CH:5]([N:8]2[CH2:12][CH2:11][CH2:10][C:9]2=[O:13])[CH2:4][CH2:3]1.[Li+].CC([N-]C(C)C)C.[Br:23][C:24]1[CH:29]=[CH:28][C:27]([CH2:30]Br)=[C:26]([Cl:32])[CH:25]=1>C1COCC1.CCCCCC>[Br:23][C:24]1[CH:29]=[CH:28][C:27]([CH2:30][CH:10]2[CH2:11][CH2:12][N:8]([CH:5]3[CH2:4][CH2:3][C:2]([F:1])([F:14])[CH2:7][CH2:6]3)[C:9]2=[O:13])=[C:26]([Cl:32])[CH:25]=1 |f:1.2|. Reported procedure: To a solution of 1-(4,4-difluoro-cyclohexyl)-pyrrolidin-2-one (190 mg, 0.94 mmol) in 10 mL dry THF, add 1.04 mL of 1.5M LDA (1.5 eq.) in hexane dropwise at −78° C. Then, add 0.59 g of 4-bromo-1-bromomethyl-2-chloro-benzene (1.5 eq) at −78° C. Allow the resulting solution to stand at room temp for overnight. Quench the mixture with saturated aqueous NaCl and extract with Et2O. Wash the organic layer with water, then brine, and dry over Na2SO4, filter and concentrate. Purify the crude material by ... Reactants: CN(C)C=O, CC(COc1ccc(CC2SC(=O)NC2=O)cc1)NCC(O)COc1ccccc1. The product is CC(COc1ccc(CC2SC(=O)NC2=O)cc1)N1CC(COc2ccccc2)OC1=O. As a reaction SMILES: [CH3:31][N:32]([CH:33]=[O:34])[CH3:35].[O:1]([c:2]1[cH:3][cH:4][cH:5][cH:6][cH:7]1)[CH2:8][CH:9]([CH2:10][NH:11][CH:12]([CH2:13][O:14][c:15]1[cH:16][cH:17][c:18]([CH2:19][CH:20]2[C:21](=[O:26])[NH:22][C:23](=[O:25])[S:24]2)[cH:27][cH:28]1)[CH3:29])[OH:30]>>[O:1]([c:2]1[cH:3][cH:4][cH:5][cH:6][cH:7]1)[CH2:8][CH:9]1[CH2:10][N:11]([CH:12]([CH2:13][O:14][c:15]2[cH:16][cH:17][c:18]([CH2:19][CH:20]3[C:21](=[O:26])[NH:22][C:23](=[O:25])[S:24]3)[cH:27][cH:28]2)[CH3:29])[C:33](=[O:34])[O:30]1. Reactants: [OH-].[K+] (potassium hydroxide), Cl (hydrochloric acid), C(C)C1(C(C2=CC(=C(C(=C2C1=O)C)C)O)=O)CC (2,2-diethyl-4,5-dimethyl-6-hydroxy-indan-1,3-dione), BrCC(=O)OCC (ethyl bromoacetate), C([O-])([O-])=O.[K+].[K+] (potassium carbonate). Run in CO (methanol), CN(C=O)C (dimethylformamide). Reaction conditions: temperature 65 celsius. The product is O=C1C(C(C2=C(C(=C(C=C12)OCC(=O)O)C)C)=O)(CC)CC ((1,3-Dioxo-2,2-diethyl-4,5-dimethyl-6-indanyloxy)acetic acid). RXN SMILES: [CH2:1]([C:3]1([CH2:17][CH3:18])[C:11](=[O:12])[C:10]2[C:5](=[CH:6][C:7]([OH:15])=[C:8]([CH3:14])[C:9]=2[CH3:13])[C:4]1=[O:16])[CH3:2].Br[CH2:20][C:21]([O:23]CC)=[O:22].C(=O)([O-])[O-].[K+].[K+].[OH-].[K+].Cl>CN(C)C=O.CO>[O:16]=[C:4]1[C:5]2[C:10](=[C:9]([CH3:13])[C:8]([CH3:14])=[C:7]([O:15][CH2:20][C:21]([OH:23])=[O:22])[CH:6]=2)[C:11](=[O:12])[C:3]1([CH2:1][CH3:2])[CH2:17][CH3:18] |f:2.3.4,5.6|. Procedure: A stirred mixture of 2,2-diethyl-4,5-dimethyl-6-hydroxy-indan-1,3-dione (3.5 g., 0.014 mole), ethyl bromoacetate (2.7 g., 0.016 mole) and potassium carbonate (2.2 g., 0.016 mole) in dimethylformamide (20 ml.) is heated at 65°C. for two hours, treated with methanol (40 ml.) and potassium hydroxide (1.1 g., 0.02 mole) refluxed for 1/2 hour then poured into dilute hydrochloric acid (500 ml.) affording 4.2 g. of (1,3-dioxo-2,2-diethyl-4,5-dimethyl-6-indanyloxy-acetic acid which melts at 134° 136°C. ... Reactants: C1CCOC1, CCOC(C)=O, CCNC(=O)c1ccc(-n2nnc(C(=O)NC3CC3)c2CS(=O)c2ccccc2)cc1, O=C(OO)c1cccc(Cl)c1. Yields the product CCNC(=O)c1ccc(-n2nnc(C(=O)NC3CC3)c2CS(=O)(=O)c2ccccc2)cc1. Reaction SMILES: [CH2:43]1[O:44][CH2:45][CH2:46][CH2:47]1.[CH3:48][CH2:49][O:50][C:51](=[O:52])[CH3:53].[CH:1]1([NH:4][C:5](=[O:6])[c:7]2[n:8][n:9][n:10](-[c:21]3[cH:22][cH:23][c:24]([C:27](=[O:28])[NH:29][CH2:30][CH3:31])[cH:25][cH:26]3)[c:11]2[CH2:12][S:13](=[O:14])[c:15]2[cH:16][cH:17][cH:18][cH:19][cH:20]2)[CH2:2][CH2:3]1.[Cl:32][c:33]1[cH:34][cH:35][cH:36][c:37]([C:38]([O:39][OH:41])=[O:40])[cH:42]1>>[CH:1]1([NH:4][C:5](=[O:6])[c:7]2[n:8][n:9][n:10](-[c:21]3[cH:22][cH:23][c:24]([C:27](=[O:28])[NH:29][CH2:30][CH3:31])[cH:25][cH:26]3)[c:11]2[CH2:12][S:13](=[O:14])([c:15]2[cH:16][cH:17][cH:18][cH:19][cH:20]2)=[O:40])[CH2:2][CH2:3]1. The reactants are C1(=CC=CC=C1)[C@H]1COC=2C=CC=C3C4=C(C=CC=C4N1C23)O ((S)-(+)-1-Phenyl-1,2-dihydro[1,4]oxazino[2,3,4-jk]carbazol-7-ol), BrCC#N (bromoacetonitrile), C([O-])([O-])=O.[K+].[K+] (potassium carbonate), BrCC#N (bromoacetonitrile), C([O-])([O-])=O.[K+].[K+] (potassium carbonate), BrCC#N (Bromoacetonitrile), C([O-])([O-])=O.[K+].[K+] (potassium carbonate). The solvent is CN(C)C=O (DMF). Reaction conditions: temperature 70 celsius, time 4 hour. The product is C1(=CC=CC=C1)[C@H]1COC=2C=CC=C3C=4C(=CC=CC4N1C23)OCC#N ((S)-(+)-2-[(1-phenyl-1,2-dihydro[1,4]oxazino[2,3,4-jk]carbazol-7-yl)oxy]acetonitrile). Isolated yield 62.2%. RXN SMILES: [C:1]1([C@@H:7]2[N:21]3[C:22]4[C:14]([C:15]5[C:20]3=[CH:19][CH:18]=[CH:17][C:16]=5[OH:23])=[CH:13][CH:12]=[CH:11][C:10]=4[O:9][CH2:8]2)[CH:6]=[CH:5][CH:4]=[CH:3][CH:2]=1.Br[CH2:25][C:26]#[N:27].C(=O)([O-])[O-].[K+].[K+]>CN(C=O)C>[C:1]1([C@@H:7]2[N:21]3[C:22]4[C:14]([C:15]5[C:16]([O:23][CH2:25][C:26]#[N:27])=[CH:17][CH:18]=[CH:19][C:20]=53)=[CH:13][CH:12]=[CH:11][C:10]=4[O:9][CH2:8]2)[CH:2]=[CH:3][CH:4]=[CH:5][CH:6]=1 |f:2.3.4|. Procedure details: A mixture of (S)-(+)-1-Phenyl-1,2-dihydro[1,4]oxazino[2,3,4-jk]carbazol-7-ol 0.161 g, 0.534 mmol), bromoacetonitrile (0.074 mL, 1.07 mmol), potassium carbonate (0.148 g, 1.07 mmol), and DMF (2 mL) is stirred at 70° C. for 4 h. Additional bromoacetonitrile (0.074 mL) and potassium carbonate (0.074 g) are then added and the mixture is stirred overnight. Bromoacetonitrile and potassium carbonate (0.074 mL and 0.074 g, respectively) are then added and the temperature is increased to 90° C. The mixtu...